This data is from the Open Reaction Database (ORD), a public repository of structured organic reaction records. The task is: describe an organic reaction: reactants, conditions, products, and yield Reaction SMILES: O1CCCC1.[NH:6]1[C:14]2[C:9](=[CH:10][CH:11]=[CH:12][CH:13]=2)[C:8]([CH:15]2[CH2:20][CH2:19][N:18]([CH2:21][CH2:22][C:23]3[C:32]4[C:27](=[CH:28][CH:29]=[C:30]([N+:33]([O-])=O)[CH:31]=4)[NH:26][C:25](=[O:36])[CH:24]=3)[CH2:17][CH2:16]2)=[CH:7]1>CO>[NH2:33][C:30]1[CH:31]=[C:32]2[C:27](=[CH:28][CH:29]=1)[NH:26][C:25](=[O:36])[CH:24]=[C:23]2[CH2:22][CH2:21][N:18]1[CH2:17][CH2:16][CH:15]([C:8]2[C:9]3[C:14](=[CH:13][CH:12]=[CH:11][CH:10]=3)[NH:6][CH:7]=2)[CH2:20][CH2:19]1. Isolated yield 77.3%. Yields the product NC=1C=C2C(=CC(NC2=CC1)=O)CCN1CCC(CC1)C1=CNC2=CC=CC=C12 (6-amino-4-[2-[4-(1H-indol-3-yl)-1-piperidinyl]ethyl]-2(1H)-quinolinone). Run at temperature 55 celsius, time 4 hour. The solvent is CO (methanol). Reported procedure: Into a mixed solvent of tetrahydrofuran (800 ml) and methanol (200 ml) was dissolved 4-[2-[4-(1H-indol-3-yl)-1-piperidinyl]ethyl]-6-nitro-2(1H)-quinolinone (III-19) (6 g, 14.4 mmol) under heating. Paladium on carbon (2.5 g) was added thereto and the mixture was stirred under hydrogen atmosphere at 55 ° C. for 4 hours. The reaction mixture was filtered at the same temperature and the solvent was distilled off from the filtrate. The residue was dried and then recrystallized from a mixture of metha... Starting materials: O1CCCC1 (tetrahydrofuran), N1C=C(C2=CC=CC=C12)C1CCN(CC1)CCC1=CC(NC2=CC=C(C=C12)[N+](=O)[O-])=O (4-[2-[4-(1H-indol-3-yl)-1-piperidinyl]ethyl]-6-nitro-2(1H)-quinolinone).